Dataset: the Open Reaction Database (ORD), a public repository of structured organic reaction records. Task: describe an organic reaction: reactants, conditions, products, and yield Starting materials: C(C)OC(=O)C1=NC=C(C=C1)OCC=1C(=NOC1CO)C1=CC=C(C=C1)F (5-[3-(4-fluoro-phenyl)-5-hydroxymethyl-isoxazol-4-ylmethoxy]-pyridine-2-carboxylic acid ethyl ester), O.[OH-].[Li+] (lithium hydroxide monohydrate), Cl (HCl). The solvent is C1CCOC1 (THF), O (water), CO (MeOH). Conditions: time 2 hour. The product is FC1=CC=C(C=C1)C1=NOC(=C1COC=1C=CC(=NC1)C(=O)O)CO (5-[3-(4-Fluoro-phenyl)-5-hydroxymethyl-isoxazol-4-ylmethoxy]-pyridine-2-carboxylic acid). Yield: 12.3%. Reaction SMILES: C([O:3][C:4]([C:6]1[CH:11]=[CH:10][C:9]([O:12][CH2:13][C:14]2[C:15]([C:21]3[CH:26]=[CH:25][C:24]([F:27])=[CH:23][CH:22]=3)=[N:16][O:17][C:18]=2[CH2:19][OH:20])=[CH:8][N:7]=1)=[O:5])C.O.[OH-].[Li+].Cl>C1COCC1.O.CO>[F:27][C:24]1[CH:25]=[CH:26][C:21]([C:15]2[C:14]([CH2:13][O:12][C:9]3[CH:10]=[CH:11][C:6]([C:4]([OH:5])=[O:3])=[N:7][CH:8]=3)=[C:18]([CH2:19][OH:20])[O:17][N:16]=2)=[CH:22][CH:23]=1 |f:1.2.3|. Reported procedure: To a solution of 5-[3-(4-fluoro-phenyl)-5-hydroxymethyl-isoxazol-4-ylmethoxy]-pyridine-2-carboxylic acid ethyl ester (5.8 g, 15.6 mmol) in THF (39 mL) was added a solution of lithium hydroxide monohydrate (762 mg, 31.2 mmol) in water (36 mL) and MeOH (10 mL) and the resulting mixture stirred at room temperature for 2 h. The mixture was acidified with HCl (1 N, 30 mL) and extracted with ethyl acetate. The organic phase was dried over sodium sulfate, filtered and concentrated to afford the title c... Reactants: C(C)(C)(C)OC(C[C@H](C(=O)O)CC=C)=O (2-(R)-allyl-succinic acid 4-t-butyl ester), N[C@@H]1C(NCCOCCN2C3=CC=CC=C3C(C1)=C2)=O (9-(S)-amino-4-oxa-1,7-diaza-tricyclo[9.6.1.012,17 ]octadeca-11(18),12,14,16-tetraen-8-one), C=1C=CC2=C(C1)N=NN2O (HOBT), CN1CCOCC1 (N-methylmorpholine), CCN=C=NCCCN(C)C (EDCI). RXN SMILES: [C:1]([O:5][C:6](=[O:15])[CH2:7][C@@H:8]([CH2:12][CH:13]=[CH2:14])C(O)=O)([CH3:4])([CH3:3])[CH3:2].N[C@H]1CC2=CN(C3C2=CC=CC=3)CCOCCNC1=O.C1C=CC2N(O)N=NC=2C=1.CN1CCOCC1.CCN=C=NCCCN(C)C>CN(C=O)C.CN(C1C=CN=CC=1)C.CCOC(C)=O>[C:1]([O:5][C:6](=[O:15])[CH2:7][CH2:8][CH2:12][CH:13]=[CH2:14])([CH3:4])([CH3:3])[CH3:2]. Procedure: To a solution of 2-(R)-allyl-succinic acid 4-t-butyl ester (5 g, 0.00234 mol), 9-(S)-amino-4-oxa-1,7-diaza-tricyclo[9.6.1.012,17 ]octadeca-11(18),12,14,16-tetraen-8-one (6,38 g, 0.00234mol) in 50 mL DMF added HOBT (3.47 g, 0.026 mol), DMAP (80 mg), N-methylmorpholine (2.84 g, 0.028 mol), and EDCI (6.69 g, 0.035 mol). The mixture was stirred at room temperature overnight. The reaction mixture was diluted with EtOAc (300 mL) and washed with brine (2×100 mL), saturated NaHCO3 (2×100 mL) and brine (... The product is tetraen-9-yl carbamoyl, C(C)(C)(C)OC(CCCC=C)=O (hex-5-enoic acid t-butyl ester). Reaction conditions: time 8 hour. The reagents and catalysts are CN(C)C=1C=CN=CC1 (DMAP). Solvent: CCOC(=O)C (EtOAc), CN(C)C=O (DMF).